This data is from the Open Reaction Database (ORD), a public repository of structured organic reaction records. The task is: describe an organic reaction: reactants, conditions, products, and yield The reactants are ClC1=C(C=CC(=C1)Cl)/C=C/C(C[C@H](CC(=O)OC)O)=O (methyl (3R,6E)-7-(2,4-dichlorophenyl)-3-hydroxy-5-oxo-6-heptenoate), C(C)B(OC)CC (diethylmethoxyborane), [BH4-].[Na+] (sodium borohydride). Yields the product ClC1=C(C=CC(=C1)Cl)/C=C/[C@H](C[C@H](CC(=O)OC)O)O (methyl (3R,5S,6E)-7-(2,4-dichlorophenyl)-3,5-dihydroxy-6-heptenoate). Reaction SMILES: [Cl:1][C:2]1[CH:7]=[C:6]([Cl:8])[CH:5]=[CH:4][C:3]=1/[CH:9]=[CH:10]/[C:11](=[O:20])[CH2:12][C@@H:13]([OH:19])[CH2:14][C:15]([O:17][CH3:18])=[O:16].C(B(CC)OC)C.[BH4-].[Na+]>>[Cl:1][C:2]1[CH:7]=[C:6]([Cl:8])[CH:5]=[CH:4][C:3]=1/[CH:9]=[CH:10]/[C@@H:11]([OH:20])[CH2:12][C@@H:13]([OH:19])[CH2:14][C:15]([O:17][CH3:18])=[O:16] |f:2.3|. Procedure details: For instance, methyl (3R,6E)-3-[(tert-butyldimethylsilyl)oxy]-7-(2,4-dichlorophenyl)-5-oxo-6-heptenoate (which is one of the compounds of the formula (1)) is subjected to the tert-butyldimethylsilyl removing step using hydrogen fluoride in the manner as described in Japanese Patent Provisional Publication H5 (1993)-178841, to give methyl (3R,6E)-7-(2,4-dichlorophenyl)-3-hydroxy-5-oxo-6-heptenoate. The obtained ester is then subjected to Syn reduction using diethylmethoxyborane and sodium borohyd... As a reaction SMILES: ClC1C=CC=CC=1[CH2:4][O:5][CH2:6][CH2:7][N:8]([C@H:25]1[CH2:30][CH2:29][C@H:28]([CH3:31])[CH2:27][CH2:26]1)[C:9](=[O:24])NC1SC(SCC(C)(C)C(O)=O)=CN=1.BrC[CH:38]1[CH2:40][CH2:39]1.C([O:43][C:44](=[O:53])[CH2:45][S:46][C:47]1[S:51][C:50]([NH2:52])=[N:49][CH:48]=1)C>>[CH:38]1([CH:6]([O:5][CH3:4])[CH2:7][N:8]([C@H:25]2[CH2:26][CH2:27][C@H:28]([CH3:31])[CH2:29][CH2:30]2)[C:9](=[O:24])[NH:52][C:50]2[S:51][C:47]([S:46][CH2:45][C:44]([OH:43])=[O:53])=[CH:48][N:49]=2)[CH2:40][CH2:39]1. Reported procedure: The compound was prepared following an analogous procedure to the one described for the synthesis of 3-{2-[3-[2-(2-chloro-benzyloxy)-ethyl]-3-(trans-4-methyl -cyclohexyl)-ureido]-thiazol-5-ylsulfanyl}-2,2-dimethyl-propionic acid using bromomethyl -cyclopropane and (2-aminothiazol-5-ylsulfanyl) acetic acid ethyl ester. Reactants: ClC1=C(COCCN(C(NC=2SC(=CN2)SCC(C(=O)O)(C)C)=O)[C@@H]2CC[C@H](CC2)C)C=CC=C1 (3-{2-[3-[2-(2-chloro-benzyloxy)-ethyl]-3-(trans-4-methyl -cyclohexyl)-ureido]-thiazol-5-ylsulfanyl}-2,2-dimethyl-propionic acid), BrCC1CC1 (bromomethyl -cyclopropane), C(C)OC(CSC1=CN=C(S1)N)=O ((2-aminothiazol-5-ylsulfanyl) acetic acid ethyl ester). Product: C1(CC1)C(CN(C(NC=1SC(=CN1)SCC(=O)O)=O)[C@@H]1CC[C@H](CC1)C)OC ({2-[3-(2-Cyclopropyl methoxy-ethyl)-3-(trans-4-methyl-cyclohexyl)-ureido]-thiazol-5-ylsulfanyl}-acetic acid). Starting materials: C(C(=O)O)(=O)O.C1(=CC=CC=C1)C(=C1CCN(CC1)CCCOC1=CC=CC=C1)C1=CC=CC=C1 (4-(Diphenylmethylene)-1-(3-phenoxypropyl)piperidine oxalate), FC1=CC=C(C=C1)C(O)(C1CCNCC1)C1=CC=C(C=C1)F (α,α-bis(p-fluorophenyl)-4-piperidinemethanol), C(C)C1=CC(=C(OCCCCl)C=C1)OC (3-(4-ethyl-2-methoxyphenoxy)propyl chloride), C([O-])([O-])=O.[Na+].[Na+] (sodium carbonate), [I-].[K+] (potassium iodide). Solvent: C(CCC)O (1-butanol). The product is C(C)C1=CC(=C(OCCCN2CCC(CC2)C(O)(C2=CC=C(C=C2)F)C2=CC=C(C=C2)F)C=C1)OC (1-[3-(4-Ethyl-2-methoxyphenoxy)propyl]-α,α-bis (4-fluorophenyl)-4-piperidinemethanol). Yield: 74.7%. Reaction SMILES: C(O)(=O)C(O)=O.C1(C(C2C=CC=CC=2)=C2CCN(CCCOC3C=CC=CC=3)CC2)C=CC=CC=1.[F:36][C:37]1[CH:42]=[CH:41][C:40]([C:43]([C:51]2[CH:56]=[CH:55][C:54]([F:57])=[CH:53][CH:52]=2)([CH:45]2[CH2:50][CH2:49][NH:48][CH2:47][CH2:46]2)[OH:44])=[CH:39][CH:38]=1.[CH2:58]([C:60]1[CH:70]=[CH:69][C:63]([O:64][CH2:65][CH2:66][CH2:67]Cl)=[C:62]([O:71][CH3:72])[CH:61]=1)[CH3:59].C(=O)([O-])[O-].[Na+].[Na+].[I-].[K+]>C(O)CCC>[CH2:58]([C:60]1[CH:70]=[CH:69][C:63]([O:64][CH2:65][CH2:66][CH2:67][N:48]2[CH2:47][CH2:46][CH:45]([C:43]([C:51]3[CH:52]=[CH:53][C:54]([F:57])=[CH:55][CH:56]=3)([C:40]3[CH:41]=[CH:42][C:37]([F:36])=[CH:38][CH:39]=3)[OH:44])[CH2:50][CH2:49]2)=[C:62]([O:71][CH3:72])[CH:61]=1)[CH3:59] |f:0.1,4.5.6,7.8|. Procedure details: This compound was prepared according to the procedure used to synthesize the compound of Example 1. A mixture of 3.0 g (0.01 mole) of α,α-bis(p-fluorophenyl)-4-piperidinemethanol, 2.3 g (0.01 mole) of 3-(4-ethyl-2-methoxyphenoxy)propyl chloride, 5.3 g (0.05 mole) of anhydrous sodium carbonate and 0.3 g of potassium iodide in 100 ml of 1-butanol gave 3.7 g (74%) of title compound as a white solid, mp 118°-120° C. Starting materials: CCC(=O)OC, CC(C)(C)[O-], [Cl-], [K+], [NH4+], C1CCOC1, O, COC(=O)c1cnccn1. Product: COC(=O)C(C)C(=O)c1cnccn1. Reaction SMILES: [C:7]([CH2:8][CH3:9])(=[O:10])[O:11][CH3:12].[CH3:1][C:2]([CH3:3])([O-:4])[CH3:5].[Cl-:23].[K+:6].[NH4+:24].[O:25]1[CH2:26][CH2:27][CH2:28][CH2:29]1.[OH2:30].[n:13]1[c:14]([C:19](=[O:20])[O:21][CH3:22])[cH:15][n:16][cH:17][cH:18]1>>[C:7]([CH:8]([CH3:9])[C:19]([c:14]1[n:13][cH:18][cH:17][n:16][cH:15]1)=[O:20])(=[O:10])[O:11][CH3:12]. Starting materials: CP(=O)(C)C1=CC=C(C=C1)NC1=C2N=CN(C2=NC=N1)C=C (N-(4-(Dimethylphosphoryl)phenyl)-9-vinyl-9H-purin-6-amine), ClC1=NC=CC(=C1I)C (2-chloro-3-iodo-4-methylpyridine), amine, C1(=C(C=CC=C1)P(C1=C(C=CC=C1)C)C1=C(C=CC=C1)C)C (tri-o-tolylphosphine). The reagents and catalysts are C(C)(=O)[O-].[Pd+2].C(C)(=O)[O-] (palladium acetate). The solvent is CN(C)C=O (DMF). Conditions: temperature 120 celsius. Yields the product ClC1=NC=CC(=C1/C=C/N1C2=NC=NC(=C2N=C1)NC1=CC=C(C=C1)P(=O)(C)C)C ((E)-9-(2-(2-Chloro-4-methylpyridin-3-yl)vinyl)-N-(4-(dimethylphosphoryl)phenyl)-9H-purin-6-amine). Reaction SMILES: [CH3:1][P:2]([C:5]1[CH:10]=[CH:9][C:8]([NH:11][C:12]2[N:20]=[CH:19][N:18]=[C:17]3[C:13]=2[N:14]=[CH:15][N:16]3[CH:21]=[CH2:22])=[CH:7][CH:6]=1)([CH3:4])=[O:3].[Cl:23][C:24]1[C:29](I)=[C:28]([CH3:31])[CH:27]=[CH:26][N:25]=1.C1(C)C=CC=CC=1P(C1C=CC=CC=1C)C1C=CC=CC=1C>CN(C=O)C.C([O-])(=O)C.[Pd+2].C([O-])(=O)C>[Cl:23][C:24]1[C:29](/[CH:22]=[CH:21]/[N:16]2[CH:15]=[N:14][C:13]3[C:17]2=[N:18][CH:19]=[N:20][C:12]=3[NH:11][C:8]2[CH:9]=[CH:10][C:5]([P:2]([CH3:1])([CH3:4])=[O:3])=[CH:6][CH:7]=2)=[C:28]([CH3:31])[CH:27]=[CH:26][N:25]=1 |f:4.5.6|. Procedure: N-(4-(Dimethylphosphoryl)phenyl)-9-vinyl-9H-purin-6-amine (Example 3, 1 mmol), 2-chloro-3-iodo-4-methylpyridine compound (1.3 mmol), disopropylethyl amine (3 mmol), palladium acetate (0.05 mmol), tri-o-tolylphosphine (0.1 mmol) in DMF (5 mL) was thoroughly purged with argon for 10-15 min. and sealed and heated for 120° C. for 18 h. until the starting materials disappeared. The reaction mix. was passed through celite, and washed with dichloromethane containing 30% methanol. The filtrate was conce... Reactants: Cc1c(Br)sc2cc(Br)ccc12, [Li]CCCC, CCCCCC, O. The product is Cc1c(CO)sc2cc(Br)ccc12. RXN SMILES: [Br:6][c:7]1[c:8]([CH3:17])[c:9]2[c:10]([s:11]1)[cH:12][c:13]([Br:16])[cH:14][cH:15]2.[CH2:1]([Li:2])[CH2:3][CH2:4][CH3:5].[CH3:19][CH2:20][CH2:21][CH2:22][CH2:23][CH3:24].[OH2:18]>>[CH2:1]([c:7]1[c:8]([CH3:17])[c:9]2[c:10]([s:11]1)[cH:12][c:13]([Br:16])[cH:14][cH:15]2)[OH:18]. Starting materials: CCC(=CCCc1ccc2c(c1)OCO2)CCI, CCC(=O)CC(C)=O, CN(C)C=O, [Li]. Product: CCC(=O)C(CCC(=CCCc1ccc2c(c1)OCO2)CC)C(C)=O. As a reaction SMILES: [CH2:1]([CH3:2])[C:3]([CH2:4][CH2:5][I:6])=[CH:7][CH2:8][CH2:9][c:10]1[cH:11][c:12]2[c:13]([cH:14][cH:15]1)[O:16][CH2:17][O:18]2.[CH3:20][C:21]([CH2:22][C:23]([CH2:24][CH3:25])=[O:26])=[O:27].[CH3:28][N:29]([CH3:30])[CH:31]=[O:32].[Li:19]>>[CH2:1]([CH3:2])[C:3]([CH2:4][CH2:5][CH:22]([C:21]([CH3:20])=[O:27])[C:23]([CH2:24][CH3:25])=[O:26])=[CH:7][CH2:8][CH2:9][c:10]1[cH:11][c:12]2[c:13]([cH:14][cH:15]1)[O:16][CH2:17][O:18]2. The reactants are ClC1=C(C(=O)C2CCN(CC2)C(C)=O)C=CC(=C1)Cl (4-(2,4-dichlorobenzoyl)-N-acetyl-piperidine), Cl.NO (hydroxylamine hydrochloride), C(C)(=O)[O-].[NH4+] (ammonium acetate), C(C)O (ethanol). Run in O (water). The product is C(C)(=O)N1CCC(CC1)C(C1=C(C=C(C=C1)Cl)Cl)=NO (1-Acetyl-4-(2,4-dichlorobenzoyl)piperidine oxime). Yield: 31.1%. RXN SMILES: [Cl:1][C:2]1[CH:18]=[C:17]([Cl:19])[CH:16]=[CH:15][C:3]=1[C:4]([CH:6]1[CH2:11][CH2:10][N:9]([C:12](=[O:14])[CH3:13])[CH2:8][CH2:7]1)=O.Cl.[NH2:21][OH:22].C([O-])(=O)C.[NH4+].C(O)C>O>[C:12]([N:9]1[CH2:10][CH2:11][CH:6]([C:4](=[N:21][OH:22])[C:3]2[CH:15]=[CH:16][C:17]([Cl:19])=[CH:18][C:2]=2[Cl:1])[CH2:7][CH2:8]1)(=[O:14])[CH3:13] |f:1.2,3.4|. Reported procedure: A mixture of 13.0 g of 4-(2,4-dichlorobenzoyl)-N-acetyl-piperidine, 6.8 g of hydroxylamine hydrochloride, 13.5 g of ammonium acetate, 127 ml of ethanol and 43 ml of water was stirred and heated at 130° for 24 hrs. The reaction mixture was evaporated and 1.3 l of water was added to the residue. The water was decanted from the oil and the oil was dissolved in about 150 ml dichloromethane. After washing with about 150 ml of water, drying over anhydrous magnesium sulfate and evaporating the solvent,...